Dataset: the Open Reaction Database (ORD), a public repository of structured organic reaction records. Task: describe an organic reaction: reactants, conditions, products, and yield The reactants are BrC1=CC(=C(C=C1O)N1C(N(C(=CC1=O)C(F)(F)F)C)=O)F (3-(4-bromo-2-fluoro-5-hydroxyphenyl)-1-methyl-6-trifluoromethyl-2,4(1H,3H)-pyrimidinedione), C([O-])([O-])=O.[K+].[K+] (potassium carbonate), CI (methyl iodide). Run in C(C)#N (acetonitrile). Product: BrC1=CC(=C(C=C1OC)N1C(N(C(=CC1=O)C(F)(F)F)C)=O)F (3-(4-bromo-2-fluoro-5-methoxyphenyl)-1-methyl-6-trifluoromethyl-2,4(1H,3H)-pyrimidinedione). Reaction SMILES: [Br:1][C:2]1[C:7]([OH:8])=[CH:6][C:5]([N:9]2[C:14](=[O:15])[CH:13]=[C:12]([C:16]([F:19])([F:18])[F:17])[N:11]([CH3:20])[C:10]2=[O:21])=[C:4]([F:22])[CH:3]=1.[C:23](=O)([O-])[O-].[K+].[K+].CI>C(#N)C>[Br:1][C:2]1[C:7]([O:8][CH3:23])=[CH:6][C:5]([N:9]2[C:14](=[O:15])[CH:13]=[C:12]([C:16]([F:18])([F:17])[F:19])[N:11]([CH3:20])[C:10]2=[O:21])=[C:4]([F:22])[CH:3]=1 |f:1.2.3|. Procedure: using 3-(4-bromo-2-fluoro-5-hydroxyphenyl)-1-methyl-6-trifluoromethyl-2,4(1H,3H)-pyrimidinedione with potassium carbonate and methyl iodide in acetonitrile there is obtained 3-(4-bromo-2-fluoro-5-methoxyphenyl)-1-methyl-6-trifluoromethyl-2,4(1H,3H)-pyrimidinedione. m.p. 154° C.; Procedure: To a solution of 4-(2-t-butyldimethylsiloxyethyl)bromobenzene (4.29 g) in tetrahydrofuran (30 ml) was added n-butyllithium (1.64 mol/l solution in tetrahydrofuran, 9.0 ml) at -78° C., and the mixture was stirred at the same temperature for 15 minutes. To the reaction mixture was added N,N-dimethylformamide (1.3 ml), and the mixture was stirred at room temperature for 30 minutes. The reaction mixture was poured into water, and the mixture was extracted with diethyl ether. The extract was concentr... Conditions: time 4 hour. Run in O1CCCC1 (tetrahydrofuran). The product is C(C)OC(=O)CCC=CC1=CC=C(C=C1)CCO (2-[4-(4-ethoxycarbonyl-1-butenyl)phenyl]ethyl alcohol). Reaction SMILES: [Br-].[C:2]([CH2:7][CH2:8][CH2:9][P+](C1C=CC=CC=1)(C1C=CC=CC=1)C1C=CC=CC=1)([O:4][CH2:5][CH3:6])=[O:3].C[Si]([N-][Si](C)(C)C)(C)C.[Na+].[O:39]([CH2:47][CH2:48][C:49]1[CH:56]=[CH:55][C:52]([CH:53]=O)=[CH:51][CH:50]=1)[Si](C(C)(C)C)(C)C.O>O1CCCC1>[CH2:5]([O:4][C:2]([CH2:7][CH2:8][CH:9]=[CH:53][C:52]1[CH:51]=[CH:50][C:49]([CH2:48][CH2:47][OH:39])=[CH:56][CH:55]=1)=[O:3])[CH3:6] |f:0.1,2.3|. Reactants: O (water), [Br-].C(=O)(OCC)CCC[P+](C1=CC=CC=C1)(C1=CC=CC=C1)C1=CC=CC=C1 ((3-carboethoxypropyl)triphenylphosphonium bromide), C[Si](C)(C)[N-][Si](C)(C)C.[Na+] (sodium bis(trimethylsilyl)amide), O([Si](C)(C)C(C)(C)C)CCC1=CC=C(C=O)C=C1 (4-(2-t-butyldimethylsiloxyethyl)benzaldehyde). Starting materials: FC(C=1C=C(C(=O)N2CCC3(C(C(NC3=O)=O)C3=CC=CC=C3)CC2)C=C(C1)C(F)(F)F)(F)F ((rac)-8-(3,5-bis-trifluoromethyl-benzoyl)-4-phenyl-2,8-diaza-spiro[4.5]decane-1,3-dione), OCCN1CCOCC1 (N-(2-hydroxyethyl)-morpholine). Yields the product FC(C=1C=C(C(=O)N2CCC3(C(C(N(C3=O)CCN3CCOCC3)=O)C3=CC=CC=C3)CC2)C=C(C1)C(F)(F)F)(F)F ((rac)-8-(3,5-Bis-trifluoromethyl-benzoyl)-2-(2-morpholin-4-yl-ethyl)-4-phenyl-2,8-diaza-spiro[4.5]decane-1 3-dione). As a reaction SMILES: [F:1][C:2]([F:34])([F:33])[C:3]1[CH:4]=[C:5]([CH:26]=[C:27]([C:29]([F:32])([F:31])[F:30])[CH:28]=1)[C:6]([N:8]1[CH2:25][CH2:24][C:11]2([C:15](=[O:16])[NH:14][C:13](=[O:17])[CH:12]2[C:18]2[CH:23]=[CH:22][CH:21]=[CH:20][CH:19]=2)[CH2:10][CH2:9]1)=[O:7].O[CH2:36][CH2:37][N:38]1[CH2:43][CH2:42][O:41][CH2:40][CH2:39]1>>[F:32][C:29]([F:30])([F:31])[C:27]1[CH:26]=[C:5]([CH:4]=[C:3]([C:2]([F:1])([F:33])[F:34])[CH:28]=1)[C:6]([N:8]1[CH2:9][CH2:10][C:11]2([C:15](=[O:16])[N:14]([CH2:36][CH2:37][N:38]3[CH2:43][CH2:42][O:41][CH2:40][CH2:39]3)[C:13](=[O:17])[CH:12]2[C:18]2[CH:19]=[CH:20][CH:21]=[CH:22][CH:23]=2)[CH2:24][CH2:25]1)=[O:7]. Procedure details: The title compound, MS: m/e=598.1 (M+H+), was prepared in accordance with the general method of example 121 from (rac)-8-(3,5-bis-trifluoromethyl-benzoyl)-4-phenyl-2,8-diaza-spiro[4.5]decane-1,3-dione and N-(2-hydroxyethyl)-morpholine. The reactants are FC1(OC2=C(O1)C=CC=C2C2=NC(NC=C2)=O)F (4-(2,2-difluoro-benzo[1,3]dioxol-4-yl)-1H-pyrimidin-2-one), [H-].[Na+] (NaH), O (Water), BrCCCCCl (1-bromo-4-chloro-butane). Run in CN(C)C=O (DMF). Run at temperature 100 celsius, time 8 hour. Product: ClCCCCN1C(N=C(C=C1)C1=CC=CC=2OC(OC21)(F)F)=O (1-(4-Chloro-butyl)-4-(2,2-difluoro-benzo[1,3]dioxol-4-yl)-1H-pyrimidin-2-one). Yield: 39.0%. Reaction SMILES: [F:1][C:2]1([F:18])[O:6][C:5]2[CH:7]=[CH:8][CH:9]=[C:10]([C:11]3[CH:16]=[CH:15][NH:14][C:13](=[O:17])[N:12]=3)[C:4]=2[O:3]1.[H-].[Na+].Br[CH2:22][CH2:23][CH2:24][CH2:25][Cl:26].O>CN(C=O)C>[Cl:26][CH2:25][CH2:24][CH2:23][CH2:22][N:14]1[CH:15]=[CH:16][C:11]([C:10]2[C:4]3[O:3][C:2]([F:1])([F:18])[O:6][C:5]=3[CH:7]=[CH:8][CH:9]=2)=[N:12][C:13]1=[O:17] |f:1.2|. Procedure details: To a solution of 4-(2,2-difluoro-benzo[1,3]dioxol-4-yl)-1H-pyrimidin-2-one (232 mg, 0.92 mmol) in dry DMF (18 ml), 60% NaH (47 mg, 1.19 mmol) was added portionwise under inert atmosphere. After heating the mixture at 100° C. for 1 hour, 1-bromo-4-chloro-butane (137 μl 1.19 mmol) was added and the mixture was stirred overnight at room temperature. Water was added and the mixture extracted with diethyl ether. The organic layer was dried (Na2SO4) and evaporated. The residue purified by flash chroma... Reactants: [Na+], [OH-], S=P12SP3(=S)SP(=S)(S1)SP(=S)(S2)S3, c1ccncc1, O=c1[nH]c(=S)[nH]c2nc[nH]c12. Yields the product S=c1[nH]c(=S)c2[nH]cnc2[nH]1. As a reaction SMILES: [Na+:27].[OH-:26].[P:12]12(=[S:13])[S:14][P:15]3(=[S:25])[S:16][P:17](=[S:23])([S:18][P:19](=[S:22])([S:20]3)[S:21]1)[S:24]2.[cH:28]1[cH:29][cH:30][n:31][cH:32][cH:33]1.[nH:1]1[c:2](=[S:3])[nH:4][c:5]2[n:6][cH:7][nH:8][c:9]2[c:10]1=[O:11]>>[nH:1]1[c:2](=[S:3])[nH:4][c:5]2[n:6][cH:7][nH:8][c:9]2[c:10]1=[S:13]. The reactants are FC=1C=C(C(=O)C2=C(C(=O)O)C=C(C=C2)OC)C=CC1 (2-(3-fluorobenzoyl)-5-methoxybenzoic acid), O.NN (hydrazine hydrate). Run in CCO (EtOH). The product is FC=1C=C(C=CC1)C1=NNC(C2=CC(=CC=C12)OC)=O (4-(3-fluorophenyl)-7-methoxyphthalazin-1(2H)-one). The yield is 34.8%. As a reaction SMILES: [F:1][C:2]1[CH:3]=[C:4]([CH:18]=[CH:19][CH:20]=1)[C:5]([C:7]1[CH:15]=[CH:14][C:13]([O:16][CH3:17])=[CH:12][C:8]=1[C:9](O)=[O:10])=O.O.[NH2:22][NH2:23]>CCO>[F:1][C:2]1[CH:3]=[C:4]([C:5]2[C:7]3[C:8](=[CH:12][C:13]([O:16][CH3:17])=[CH:14][CH:15]=3)[C:9](=[O:10])[NH:23][N:22]=2)[CH:18]=[CH:19][CH:20]=1 |f:1.2|. Procedure details: A solution of 2-(3-fluorobenzoyl)-5-methoxybenzoic acid (21 g, 76.5 mmol) in hydrazine hydrate (4.09 mL, 84.0 mmol) and EtOH (300 mL) was heated overnight at 80° C. The reaction mixture was concentrated, diluted with water (300 mL), and the precipitate was filtered and dried to yield 4-(3-fluorophenyl)-7-methoxyphthalazin-1(2H)-one (7.2 g). (270.85 [M+H]) 1H NMR: (400 MHz, DMSO) δ: 3.96 (s, 3H), 7.36-7.43 (m, 3H), 7.46-7.49 (m, 1H), 7.57-7.64 (m, 2H), 7.73-7.73 (d, J=2.8, 1H).